From a dataset of the Open Reaction Database (ORD), a public repository of structured organic reaction records. describe an organic reaction: reactants, conditions, products, and yield The reactants are NC=1SC=C(N1)CC(=O)OCC (ethyl 2-amino-4-thiazolylacetate), CC1=C(C=CC=C1)S(=O)(=O)Cl (2-methylbenzenesulfonyl chloride). The product is CC1=C(C=CC=C1)S(=O)(=O)NC=1SC=C(N1)CC(=O)OCC (Ethyl (2-{[(2-methylphenyl)sulfonyl]amino}-1,3-thiazol-4-yl)acetate), pink powder. Isolated yield 32.0%. RXN SMILES: [NH2:1][C:2]1[S:3][CH:4]=[C:5]([CH2:7][C:8]([O:10][CH2:11][CH3:12])=[O:9])[N:6]=1.[CH3:13][C:14]1[CH:19]=[CH:18][CH:17]=[CH:16][C:15]=1[S:20](Cl)(=[O:22])=[O:21]>>[CH3:13][C:14]1[CH:19]=[CH:18][CH:17]=[CH:16][C:15]=1[S:20]([NH:1][C:2]1[S:3][CH:4]=[C:5]([CH2:7][C:8]([O:10][CH2:11][CH3:12])=[O:9])[N:6]=1)(=[O:22])=[O:21]. Reported procedure: The title compound was prepared from ethyl 2-amino-4-thiazolylacetate and 2-methylbenzenesulfonyl chloride according to METHOD A, giving 0.22 g (32%) of a pink powder: 1H NMR (CDCl3) δ: 1.3 (3H, t), 2.5 (3H, s), 3.9 (2H, s), 4.2 (2H, q), 6.4 (1H, s), 7.8-7.2 (3H, m), 8.1 (1H, t).